From a dataset of the Open Reaction Database (ORD), a public repository of structured organic reaction records. describe an organic reaction: reactants, conditions, products, and yield Starting materials: B(F)(F)F (BF3), C(C)(=O)OC1=C(C(=C(C=C1C(C)(C)C)O)C(C(CCC(C)C)CCC(C)C)O)C(C)(C)C (4-acetoxy-3,5-di-tert-butyl-2-(2,2-diisoamyl-1-hydroxyethyl)-phenol), C(O)([O-])=O.[Na+] (sodium hydrogen carbonate). The solvent is ClCCl (dichloromethane). Conditions: time 8 hour. The product is C(C)(=O)OC=1C(=CC2=C(CC(O2)(CCC(C)C)CCC(C)C)C1C(C)(C)C)C(C)(C)C (5-acetoxy-2,2-diisoamyl-4,6-di-tert-butyl-2,3-dihydrobenzofuran). The yield is 95.0%. Reaction SMILES: B(F)(F)F.[C:5]([O:8][C:9]1[C:14]([C:15]([CH3:18])([CH3:17])[CH3:16])=[CH:13][C:12]([OH:19])=[C:11]([CH:20](O)[CH:21]([CH2:27][CH2:28][CH:29]([CH3:31])[CH3:30])[CH2:22][CH2:23][CH:24]([CH3:26])[CH3:25])[C:10]=1[C:33]([CH3:36])([CH3:35])[CH3:34])(=[O:7])[CH3:6].C(=O)([O-])O.[Na+]>ClCCl>[C:5]([O:8][C:9]1[C:14]([C:15]([CH3:17])([CH3:16])[CH3:18])=[CH:13][C:12]2[O:19][C:21]([CH2:27][CH2:28][CH:29]([CH3:31])[CH3:30])([CH2:22][CH2:23][CH:24]([CH3:26])[CH3:25])[CH2:20][C:11]=2[C:10]=1[C:33]([CH3:36])([CH3:35])[CH3:34])(=[O:7])[CH3:6] |f:2.3|. Procedure details: BF3 etherate (4.7 ml) was added dropwise to a solution of 4-acetoxy-3,5-di-tert-butyl-2-(2,2-diisoamyl-1-hydroxyethyl)-phenol (17.0 g) in dichloromethane (200 ml) under cooling with ice under a nitrogen atmosphere. After stirring the mixture overnight at room temperature, a saturated aqueous solution of sodium hydrogen carbonate was added. After separating the organic layer, the aqueous layer was subjected to extraction with dichloromethane. The extract was combined with the organic layer, washe... Reactants: N1(C=NC=C1)C(=O)N1CCN(CC1)C1=CC=NC2=CC=C(C=C12)C=1C(=NN(C1)C(C1=CC=CC=C1)(C1=CC=CC=C1)C1=CC=CC=C1)C (1H-1-imidazolyl{4-[6-(3-methyl-1-trityl-1H-pyrazolyl)-4-quinolyl]piperazin-1-yl)methanone), CN(CCN)C (N,N-dimethylethylene diamine). The product is CN(CCNC(=O)N1CCN(CC1)C1=CC=NC2=CC=C(C=C12)C=1C(=NN(C1)C(C1=CC=CC=C1)(C1=CC=CC=C1)C1=CC=CC=C1)C)C (N-[2-(Dimethylamino)ethyl]-4-[6-(3-methyl-1-trityl-1H-4-pyrazolyl)-4-quinolyl]-1-piperazine carboxamide). Reaction SMILES: [N:1]1([C:6]([N:8]2[CH2:13][CH2:12][N:11]([C:14]3[C:23]4[C:18](=[CH:19][CH:20]=[C:21]([C:24]5[C:25]([CH3:48])=[N:26][N:27]([C:29]([C:42]6[CH:47]=[CH:46][CH:45]=[CH:44][CH:43]=6)([C:36]6[CH:41]=[CH:40][CH:39]=[CH:38][CH:37]=6)[C:30]6[CH:35]=[CH:34][CH:33]=[CH:32][CH:31]=6)[CH:28]=5)[CH:22]=4)[N:17]=[CH:16][CH:15]=3)[CH2:10][CH2:9]2)=[O:7])[CH:5]=[CH:4][N:3]=[CH:2]1.[CH3:49]N(C)CCN>>[CH3:2][N:3]([CH3:49])[CH2:4][CH2:5][NH:1][C:6]([N:8]1[CH2:9][CH2:10][N:11]([C:14]2[C:23]3[C:18](=[CH:19][CH:20]=[C:21]([C:24]4[C:25]([CH3:48])=[N:26][N:27]([C:29]([C:36]5[CH:37]=[CH:38][CH:39]=[CH:40][CH:41]=5)([C:42]5[CH:43]=[CH:44][CH:45]=[CH:46][CH:47]=5)[C:30]5[CH:35]=[CH:34][CH:33]=[CH:32][CH:31]=5)[CH:28]=4)[CH:22]=3)[N:17]=[CH:16][CH:15]=2)[CH2:12][CH2:13]1)=[O:7]. Procedure details: 60 mg 1H-1-imidazolyl{4-[6-(3-methyl-1-trityl-1H-pyrazolyl)-4-quinolyl]piperazin-1-yl)methanone obtained in Example 195 and 1 mL N,N-dimethylethylene diamine were reacted in the same manner as in Example 196, to give 29 mg of the title compound as a pale yellow oil.